describe an organic reaction: reactants, conditions, products, and yield From a dataset of the Open Reaction Database (ORD), a public repository of structured organic reaction records. Reactants: C(CCC)N1C(COC2=C1C=C(C=C2I)C(=O)OC)=O (Methyl 4-butyl-8-iodo-3-oxo-3,4-dihydro-2H-1,4-benzoxazine-6-carboxylate), B1C2CCCC1CCC2 (9-BBN), C(O)CN (ethanolamine). The solvent is O1CCCC1 (tetrahydrofuran). The product is C(CCC)N1CCOC2=C1C=C(C=C2I)C(=O)OC (Methyl 4-butyl-8-iodo-3,4-dihydro-2H-1,4-benzoxazine-6-carboxylate). The yield is 91.5%. RXN SMILES: [CH2:1]([N:5]1[C:10]2[CH:11]=[C:12]([C:16]([O:18][CH3:19])=[O:17])[CH:13]=[C:14]([I:15])[C:9]=2[O:8][CH2:7][C:6]1=O)[CH2:2][CH2:3][CH3:4].B1C2CCCC1CCC2.C(CN)O>O1CCCC1>[CH2:1]([N:5]1[C:10]2[CH:11]=[C:12]([C:16]([O:18][CH3:19])=[O:17])[CH:13]=[C:14]([I:15])[C:9]=2[O:8][CH2:7][CH2:6]1)[CH2:2][CH2:3][CH3:4]. Procedure details: A solution of Methyl 4-butyl-8-iodo-3-oxo-3,4-dihydro-2H-1,4-benzoxazine-6-carboxylate (680 mg) and 9-BBN (900 mg) in tetrahydrofuran (30 mL) was heated at reflux for 1.5 h. The mixture was cooled to room temperature, ethanolamine (0.22 mL) was added, and the resulting solution was concentrated under reduced pressure. The residue was washed with hexanes, filtered, and the filtrate was concentrated under reduced pressure. Purification by flash column chromatography (silica, 10% ethyl acetate/hexa... Reactants: C(CC(=O)C)(=O)OCC (ethyl acetoacetate), P(Cl)(Cl)(Cl)(Cl)Cl (phosphorus pentachloride). Solvent: petroleum ether, O (water). Run at temperature 25 celsius, time 1 hour. Product: C(C)OC(C=C(C)Cl)=O (3-chloro-but-2-enoic acid ethyl ester). Yield: 83.0%. As a reaction SMILES: [C:1]([O:7][CH2:8][CH3:9])(=[O:6])[CH2:2][C:3]([CH3:5])=O.P(Cl)(Cl)(Cl)(Cl)[Cl:11]>O>[CH2:8]([O:7][C:1](=[O:6])[CH:2]=[C:3]([Cl:11])[CH3:5])[CH3:9]. Procedure details: To a stirred mixture of ethyl acetoacetate (15.0 g, 0.12 mol) in petroleum ether (30 mL) under a nitrogen atmosphere was added phosphorus pentachloride (12.7 g, 0.06 mol) gradually. After addition was complete the mixture was stirred at 25° C. for 1 h. Upon completion of the reaction water (50 mL) was added in small portions, transferred to a separatory funnel and the layers separated, followed by washing the aqueous layer with petroleum ether (2×50 mL). The combined petroleum ether extracts wer... Starting materials: C1(CCCC1)C(=O)O (cyclopentanecarboxylic acid), CN[C@@H]1CCC=2N(C3=CC=CC=C3C2CC(=O)OCCC)C1 (propyl [(7R)-7-(methylamino)-6,7,8,9-tetrahydropyrido[1,2-a]indol-10-yl]acetate). Yields the product C1(CCCC1)C(=O)N([C@@H]1CCC=2N(C3=CC=CC=C3C2CC(=O)O)C1)C ({(7R)-7-[(cyclopentylcarbonyl)(methyl)amino]-6,7,8,9-tetrahydropyrido[1,2-a]indol-10-yl}acetic acid). RXN SMILES: [CH:1]1([C:6]([OH:8])=O)[CH2:5][CH2:4][CH2:3][CH2:2]1.[CH3:9][NH:10][C@H:11]1[CH2:30][N:15]2[C:16]3[C:21]([C:22]([CH2:23][C:24]([O:26]CCC)=[O:25])=[C:14]2[CH2:13][CH2:12]1)=[CH:20][CH:19]=[CH:18][CH:17]=3>>[CH:1]1([C:6]([N:10]([CH3:9])[C@H:11]2[CH2:30][N:15]3[C:16]4[C:21]([C:22]([CH2:23][C:24]([OH:26])=[O:25])=[C:14]3[CH2:13][CH2:12]2)=[CH:20][CH:19]=[CH:18][CH:17]=4)=[O:8])[CH2:2][CH2:3][CH2:4][CH2:5]1. Reported procedure: The title compound was prepared using analogous procedures described in Example 2 (Method B) from cyclopentanecarboxylic acid and propyl [(7R)-7-(methylamino)-6,7,8,9-tetrahydropyrido[1,2-a]indol-10-yl]acetate. MS (+ESI) m/z: 355. Starting materials: O=C([O-])O, CCCCO, COC1CCC(N)CC1, Nc1nc(Cl)c(N)c(Cl)n1, [Na+]. Yields the product COC1CCC(Nc2nc(N)nc(Cl)c2N)CC1. RXN SMILES: [C:20](=[O:21])([OH:22])[O-:23].[CH2:25]([OH:26])[CH2:27][CH2:28][CH3:29].[CH3:11][O:12][CH:13]1[CH2:14][CH2:15][CH:16]([NH2:19])[CH2:17][CH2:18]1.[NH2:1][c:2]1[n:3][c:4]([Cl:10])[c:5]([NH2:9])[c:6]([Cl:8])[n:7]1.[Na+:24]>>[NH2:1][c:2]1[n:3][c:4]([Cl:10])[c:5]([NH2:9])[c:6]([NH:19][CH:16]2[CH2:15][CH2:14][CH:13]([O:12][CH3:11])[CH2:18][CH2:17]2)[n:7]1. Reactants: COC(=O)CCc1ccc(OCc2ccccc2)cc1C, CO, [H][H]. The product is COC(=O)CCc1ccc(O)cc1C. RXN SMILES: [CH3:1][O:2][C:3]([CH2:4][CH2:5][c:6]1[c:7]([CH3:20])[cH:8][c:9]([O:12][CH2:13][c:14]2[cH:15][cH:16][cH:17][cH:18][cH:19]2)[cH:10][cH:11]1)=[O:21].[CH3:24][OH:25].[H:22][H:23]>>[CH3:1][O:2][C:3]([CH2:4][CH2:5][c:6]1[c:7]([CH3:20])[cH:8][c:9]([OH:12])[cH:10][cH:11]1)=[O:21]. Starting materials: C1CCCCC1, OCc1ccccc1, O=C(O)CCCCCBr, Cc1ccc(S(=O)(=O)O)cc1. The product is O=C(CCCCCBr)OCc1ccccc1. Reaction SMILES: [CH2:29]1[CH2:30][CH2:31][CH2:32][CH2:33][CH2:34]1.[OH:10][CH2:11][c:12]1[cH:13][cH:14][cH:15][cH:16][cH:17]1.[OH:1][C:2](=[O:3])[CH2:4][CH2:5][CH2:6][CH2:7][CH2:8][Br:9].[c:18]1([CH3:19])[cH:20][cH:21][c:22]([S:23]([OH:24])(=[O:25])=[O:26])[cH:27][cH:28]1>>[O:1]([C:2](=[O:3])[CH2:4][CH2:5][CH2:6][CH2:7][CH2:8][Br:9])[CH2:11][c:12]1[cH:13][cH:14][cH:15][cH:16][cH:17]1.